This data is from the Open Reaction Database (ORD), a public repository of structured organic reaction records. The task is: describe an organic reaction: reactants, conditions, products, and yield Starting materials: CC(=O)O[BH-](OC(C)=O)OC(C)=O, CCCOC(C)Oc1ccc(-c2ccc3c(c2)C=C(C(=O)OC)CCN3)cc1, ClCCCl, [Na+], O, O=Cc1ccoc1. Product: CCCOC(C)Oc1ccc(-c2ccc3c(c2)C=C(C(=O)OC)CCN3Cc2ccoc2)cc1. As a reaction SMILES: [C:36]([O:37][BH-:38]([O:39][C:40](=[O:41])[CH3:42])[O:43][C:44](=[O:45])[CH3:46])(=[O:47])[CH3:48].[CH2:1]([CH2:2][CH3:3])[O:4][CH:5]([CH3:6])[O:7][c:8]1[cH:9][cH:10][c:11](-[c:14]2[cH:15][cH:16][c:17]3[c:18]([cH:28]2)[CH:19]=[C:20]([C:24](=[O:25])[O:26][CH3:27])[CH2:21][CH2:22][NH:23]3)[cH:12][cH:13]1.[Cl:51][CH2:52][CH2:53][Cl:54].[Na+:49].[OH2:50].[o:29]1[cH:30][c:31]([CH:34]=[O:35])[cH:32][cH:33]1>>[CH2:1]([CH2:2][CH3:3])[O:4][CH:5]([CH3:6])[O:7][c:8]1[cH:9][cH:10][c:11](-[c:14]2[cH:15][cH:16][c:17]3[c:18]([cH:28]2)[CH:19]=[C:20]([C:24](=[O:25])[O:26][CH3:27])[CH2:21][CH2:22][N:23]3[CH2:34][c:31]2[cH:30][o:29][cH:33][cH:32]2)[cH:12][cH:13]1.